describe an organic reaction: reactants, conditions, products, and yield From a dataset of the Open Reaction Database (ORD), a public repository of structured organic reaction records. The reactants are C(C=C)Br (Allyl bromide), [N+](=O)([O-])C1=C(C=CC=C1)O (o-nitrophenol). Product: C(=CC)OC1=C(C=CC=C1)[N+](=O)[O-] (2-prop-1-en-oxynitrobenzene). As a reaction SMILES: [CH2:1](Br)[CH:2]=[CH2:3].[N+:5]([C:8]1[CH:13]=[CH:12][CH:11]=[CH:10][C:9]=1[OH:14])([O-:7])=[O:6]>>[CH:3]([O:14][C:9]1[CH:10]=[CH:11][CH:12]=[CH:13][C:8]=1[N+:5]([O-:7])=[O:6])=[CH:2][CH3:1]. Procedure details: Allyl bromide was reacted with o-nitrophenol to yield 2-prop-1-en-oxynitrobenzene; which was reduced to the corresponding aniline; then reacted with 5-methyl-N-chloromethyl-2-pyrrolidone to form the corresponding 5-methyl-N'-methylene-2-pyrrolidonyl derivative. The reactants are C(#N)C1=CC=C(CN2C=C(C(C(=C2C)C2=CC(=CC=C2)C(F)(F)F)=O)C(=O)O)C=C1 (1-(4-Cyano-benzyl)-6-methyl-4-oxo-5-(3-trifluoromethyl-phenyl)-1,4-dihydro-pyridine-3-carboxylic acid), BrC=1C(C(=CN(C1C)C(C)C1=CC=C(C=C1)C#N)C(=O)O)=O (5-Bromo-1-[1-(4-cyano-phenyl)-ethyl]-6-methyl-4-oxo-1,4-dihydro-pyridine-3-carboxylic acid), FC(C1=C(C=CC=C1)B(O)O)F (2-(difluoromethyl)phenylboronic acid), BrC=1C(C(=CN(C1C)CC1=CC=C(C=C1)C#N)C(=O)O)=O (5-Bromo-1-(4-cyano-benzyl)-6-methyl-4-oxo-1,4-dihydro-pyridine-3-carboxylic acid). The product is C(#N)C1=CC=C(C=C1)C(C)N1C=C(C(C(=C1C)C1=CC(=CC=C1)C(F)F)=O)C(=O)O (1-[1-(4-Cyano-phenyl)-ethyl]-5-(3-difluoromethyl-phenyl)-6-methyl-4-oxo-1,4-dihydro-pyridine-3-carboxylic acid). As a reaction SMILES: [C:1]([C:3]1[CH:30]=[CH:29][C:6]([CH2:7][N:8]2[C:13]([CH3:14])=[C:12]([C:15]3[CH:20]=[CH:19][CH:18]=[C:17]([C:21](F)([F:23])[F:22])[CH:16]=3)[C:11](=[O:25])[C:10]([C:26]([OH:28])=[O:27])=[CH:9]2)=[CH:5][CH:4]=1)#[N:2].F[CH:32](F)C1C=CC=CC=1B(O)O.BrC1C(=O)C(C(O)=O)=CN(CC2C=CC(C#N)=CC=2)C=1C.BrC1C(=O)C(C(O)=O)=CN(C(C2C=CC(C#N)=CC=2)C)C=1C>>[C:1]([C:3]1[CH:30]=[CH:29][C:6]([CH:7]([N:8]2[C:13]([CH3:14])=[C:12]([C:15]3[CH:20]=[CH:19][CH:18]=[C:17]([CH:21]([F:23])[F:22])[CH:16]=3)[C:11](=[O:25])[C:10]([C:26]([OH:28])=[O:27])=[CH:9]2)[CH3:32])=[CH:5][CH:4]=1)#[N:2]. Procedure details: Preparation 3 is prepared following the procedure described for preparation 1d, substituting 3-(trifluoromethyl)phenylboronic acid with 2-(difluoromethyl)phenylboronic acid and substituting preparation 1c with preparation 2b as starting material. ESI mass spectrum: [M+H]+=409; Retention time HPLC: 1.00 min (Z018_S04). The reactants are CI, CN(C)C=O, [H-], O=[N+]([O-])c1ccc2cc[nH]c2c1, [Na+], O. Yields the product Cn1ccc2ccc([N+](=O)[O-])cc21. RXN SMILES: [CH3:15][I:16].[CH3:18][N:19]([CH3:20])[CH:21]=[O:22].[H-:14].[N+:1](=[O:2])([O-:3])[c:4]1[cH:5][cH:6][c:7]2[cH:8][cH:9][nH:10][c:11]2[cH:12]1.[Na+:13].[OH2:17]>>[N+:1](=[O:2])([O-:3])[c:4]1[cH:5][cH:6][c:7]2[cH:8][cH:9][n:10]([CH3:15])[c:11]2[cH:12]1.